The task is: describe an organic reaction: reactants, conditions, products, and yield. This data is from the Open Reaction Database (ORD), a public repository of structured organic reaction records. Starting materials: [H-].[H-].[H-].[H-].[Li+].[Al+3] (LAH), C(C)(C)(C)OC(N[C@H]([C@@H](CC#N)O)CC1=CC=CC=C1)=O (((1S,2R)-1-Benzyl-3-cyano-2-hydroxy-propyl)-carbamic acid tert-butyl ester). Run in C1CCOC1 (THF), C1CCOC1 (THF). Run at temperature 0 celsius, time 1 hour. Product: C(C)(C)(C)OC(N[C@H]([C@@H](CCN)O)CC1=CC=CC=C1)=O (((1S,2R)-4-Amino-1-benzyl-2-hydroxy-butyl)-carbamic acid tert-butyl ester). Isolated yield 61.2%. As a reaction SMILES: [H-].[H-].[H-].[H-].[Li+].[Al+3].[C:7]([O:11][C:12](=[O:27])[NH:13][C@@H:14]([CH2:20][C:21]1[CH:26]=[CH:25][CH:24]=[CH:23][CH:22]=1)[C@H:15]([OH:19])[CH2:16][C:17]#[N:18])([CH3:10])([CH3:9])[CH3:8]>C1COCC1>[C:7]([O:11][C:12](=[O:27])[NH:13][C@@H:14]([CH2:20][C:21]1[CH:22]=[CH:23][CH:24]=[CH:25][CH:26]=1)[C@H:15]([OH:19])[CH2:16][CH2:17][NH2:18])([CH3:10])([CH3:8])[CH3:9] |f:0.1.2.3.4.5|. Procedure: To a suspension of LAH (0.6 g) in THF (40 ml) is added at 0° C. a solution of ((1S,2R)-1-Benzyl-3-cyano-2-hydroxy-propyl)-carbamic acid tert-butyl ester (1.1 g) in THF (15 ml). The mixture is stirred for 1 h at 0° C. and then quenched with water and 3N aqueous sodium hydroxide. After filtration the solution is concentrated under reduced pressure and purified by preparative HPLC (gradient of water, 0.1% TFA/acetonitrile, 0.1% TFA from 80/20 to 0/100 on Nucleosil 100-10 C18 column). The fractions ... Reactants: FC1=CC(=C(C=C1)O)[N+](=O)[O-] (4-fluoro-2-nitrophenol), [OH-].[Na+] (sodium hydroxide), [I-].[K+] (potassium iodide), I(=O)(=O)[O-].[K+] (potassium iodate), S(O)(O)(=O)=O (sulphuric acid), S(=O)([O-])[O-].[Na+].[Na+] (sodium sulphite). Run in O (water), O (water), C(C)O (ethanol). Conditions: time 8 hour. Yields the product FC1=CC(=C(C(=C1)[N+](=O)[O-])O)I (4-fluoro-2-iodo-6-nitrophenol). Yield: 176.4%. As a reaction SMILES: [F:1][C:2]1[CH:7]=[CH:6][C:5]([OH:8])=[C:4]([N+:9]([O-:11])=[O:10])[CH:3]=1.[OH-].[Na+].[I-].[K+].[I:16]([O-])(=O)=O.[K+].S(=O)(=O)(O)O.S([O-])([O-])=O.[Na+].[Na+]>O.C(O)C>[F:1][C:2]1[CH:3]=[C:4]([N+:9]([O-:11])=[O:10])[C:5]([OH:8])=[C:6]([I:16])[CH:7]=1 |f:1.2,3.4,5.6,8.9.10|. Procedure details: A slurry of 4-fluoro-2-nitrophenol (3.3 g), sodium hydroxide (0.83 g), potassium iodide (2.33 g) and potassium iodate (1.5 g) in water (21 ml) was added to a stirred mixture of ethanol (16 ml), water (3.5 ml) and concentrated sulphuric acid (1.7 ml) at 50°. The mixture was heated under reflux for 2 hours and was then allowed to stand at room temperature overnight. A small quantity of sodium sulphite was added to decolourise the product and the yellow solid was filtered and crystallised from aque... The product is CC1=C(OC=2C=C3C(=NC(=NC3=CC2C)N2N=CC(=C2)C(=O)O)N(CC)CC)C(=CC=C1)C (1-(6-(2,6-Dimethylphenoxy)-7-methyl-4-diethylaminoquinazolin-2-yl)-1H-pyrazole-4-carboxylic acid). Procedure details: The above compound may be made analogous to Example 1 using ethyl 1-(6-(2,6-dimethylphenoxy)-7-methyl-4-oxo-3,4-dihydroquinazolin-2-yl)-1H-pyrazole-4-carboxylate in step D and diethylamine in step E. MS (ESI/CI): predicted mass C25H27N5O3, 445.2. The reactants are CC1=C(OC=2C=C3C(NC(=NC3=CC2C)N2N=CC(=C2)C(=O)OCC)=O)C(=CC=C1)C (ethyl 1-(6-(2,6-dimethylphenoxy)-7-methyl-4-oxo-3,4-dihydroquinazolin-2-yl)-1H-pyrazole-4-carboxylate), C(C)NCC (diethylamine). RXN SMILES: [CH3:1][C:2]1[CH:30]=[CH:29][CH:28]=[C:27]([CH3:31])[C:3]=1[O:4][C:5]1[CH:6]=[C:7]2[C:12](=[CH:13][C:14]=1[CH3:15])[N:11]=[C:10]([N:16]1[CH:20]=[C:19]([C:21]([O:23]CC)=[O:22])[CH:18]=[N:17]1)[NH:9][C:8]2=O.[CH2:32]([NH:34][CH2:35][CH3:36])[CH3:33]>>[CH3:31][C:27]1[CH:28]=[CH:29][CH:30]=[C:2]([CH3:1])[C:3]=1[O:4][C:5]1[CH:6]=[C:7]2[C:12](=[CH:13][C:14]=1[CH3:15])[N:11]=[C:10]([N:16]1[CH:20]=[C:19]([C:21]([OH:23])=[O:22])[CH:18]=[N:17]1)[N:9]=[C:8]2[N:34]([CH2:35][CH3:36])[CH2:32][CH3:33]. Starting materials: CCOC(=O)C1CCN(c2ccc(NC(=O)c3nc(-c4ccccc4)oc3C(F)(F)F)cc2)CC1, CO, [Na+], [OH-]. Product: O=C(Nc1ccc(N2CCC(C(=O)O)CC2)cc1)c1nc(-c2ccccc2)oc1C(F)(F)F. Reaction SMILES: [CH2:1]([CH3:2])[O:3][C:4](=[O:5])[CH:6]1[CH2:7][CH2:8][N:9]([c:12]2[cH:13][cH:14][c:15]([NH:18][C:19](=[O:20])[c:21]3[n:22][c:23](-[c:30]4[cH:31][cH:32][cH:33][cH:34][cH:35]4)[o:24][c:25]3[C:26]([F:27])([F:28])[F:29])[cH:16][cH:17]2)[CH2:10][CH2:11]1.[CH3:38][OH:39].[Na+:37].[OH-:36]>>[O:3]=[C:4]([OH:5])[CH:6]1[CH2:7][CH2:8][N:9]([c:12]2[cH:13][cH:14][c:15]([NH:18][C:19](=[O:20])[c:21]3[n:22][c:23](-[c:30]4[cH:31][cH:32][cH:33][cH:34][cH:35]4)[o:24][c:25]3[C:26]([F:27])([F:28])[F:29])[cH:16][cH:17]2)[CH2:10][CH2:11]1.